The task is: describe an organic reaction: reactants, conditions, products, and yield. This data is from the Open Reaction Database (ORD), a public repository of structured organic reaction records. The reactants are C=C[Mg+], C#CCC(=O)CCCCC, [Cl-], Cl. Yields the product C#CCC(O)(C=C)CCCCC. As a reaction SMILES: [CH:13](=[CH2:14])[Mg+:15].[CH:1]#[C:2][CH2:3][C:4]([CH2:5][CH2:6][CH2:7][CH2:8][CH3:9])=[O:10].[Cl-:12].[ClH:11]>>[CH:1]#[C:2][CH2:3][C:4]([CH2:5][CH2:6][CH2:7][CH2:8][CH3:9])([OH:10])[CH:13]=[CH2:14].